From a dataset of the Open Reaction Database (ORD), a public repository of structured organic reaction records. describe an organic reaction: reactants, conditions, products, and yield Reactants: C(=O)(OCC)C=P(C1=CC=CC=C1)(C1=CC=CC=C1)C1=CC=CC=C1 (carbethoxymethylene triphenyl phosphorane), N1(C=NC=C1)C(CCC)C1=CC=C(C=O)C=C1 (4-[1-(1-imidazolyl)butyl]-benzaldehyde), O (water). Solvent: O1CCOCC1 (dioxane). Conditions: time 48 hour. The product is C(C)OC(\C=C\C1=CC=C(C=C1)C(CCC)N1C=NC=C1)=O (4-[1-(1-Imidazolyl)-butyl]-trans-cinnamic acid ethyl ester). The yield is 50.3%. RXN SMILES: [N:1]1([CH:6]([C:10]2[CH:17]=[CH:16][C:13]([CH:14]=O)=[CH:12][CH:11]=2)[CH2:7][CH2:8][CH3:9])[CH:5]=[CH:4][N:3]=[CH:2]1.[C:18]([CH:23]=P(C1C=CC=CC=1)(C1C=CC=CC=1)C1C=CC=CC=1)([O:20][CH2:21][CH3:22])=[O:19].O>O1CCOCC1>[CH2:21]([O:20][C:18](=[O:19])/[CH:23]=[CH:14]/[C:13]1[CH:16]=[CH:17][C:10]([CH:6]([N:1]2[CH:5]=[CH:4][N:3]=[CH:2]2)[CH2:7][CH2:8][CH3:9])=[CH:11][CH:12]=1)[CH3:22]. Reported procedure: 0.228 g of 4-[1-(1-imidazolyl)-butyl]-benzaldehyde (example 6) is dissolved in 5 ml of dioxane and mixed with 0.35 g of carbethoxymethylene triphenyl phosphorane and stirred for 48 hours at room temperature. The reaction mixture is poured into 100 ml of water and extracted with ethyl acetate. The organic phases are combined and evaporated to dryness, the residue is distilled on a bulb tube. 0.15 g of the title compound with a boiling point of 200°-220° C./0.03 mbar is obtained. Reaction SMILES: [C:1]([C:3]1[CH:4]=[C:5]([OH:9])[CH:6]=[CH:7][CH:8]=1)#[N:2].[H-].[Na+].[CH2:12](Br)[C:13]1[CH:18]=[CH:17][CH:16]=[CH:15][CH:14]=1>CN(C)C=O>[CH2:12]([O:9][C:5]1[CH:4]=[C:3]([CH:8]=[CH:7][CH:6]=1)[C:1]#[N:2])[C:13]1[CH:18]=[CH:17][CH:16]=[CH:15][CH:14]=1 |f:1.2|. Reported procedure: A stirred solution of 3-cyanophenol (20 g) in dry N,N-dimethylformamide (200 mL) is treated with sodium hydride (5.6 g; 60% dispersion in mineral oil), portionwise during 40 minutes, followed by dropwise addition of benzyl bromide (20 mL). The mixture is heated at 90° C. for 4 hours, cooled and concentrated under reduced pressure. The residue is partitioned between ethyl acetate and water and the organic layer washed with 1 N sodium hydroxide (100 mL) followed by drying over magnesium sulphate a... Product: C(C1=CC=CC=C1)OC=1C=C(C#N)C=CC1 (3-benzyloxybenzonitrile). Run in CN(C=O)C (N,N-dimethylformamide). Run at temperature 90 celsius. Starting materials: C(#N)C=1C=C(C=CC1)O (3-cyanophenol), [H-].[Na+] (sodium hydride), C(C1=CC=CC=C1)Br (benzyl bromide). Starting materials: FC1=CC=C(C=C1)C(CCCN1CCC(=CC1)C=1SC=C(N1)C)O (3,6-dihydro-α-(p-fluorophenyl)- 4-(4-methyl-2-thiazolyl)-1(2H)-pyridinebutanol), [Cr](=O)(=O)(O)O (chromic acid), C([O-])([O-])=O.[Na+].[Na+] (sodium carbonate). The solvent is C(C)(=O)O (acetic acid), C(C)(=O)O (acetic acid). Run at time 3 hour. The product is CC=1N=C(SC1)C=1CCN(CC1)CCCC(=O)C1=CC=C(C=C1)F (4-[3,6-Dihydro-4-(4-methyl-2-thiazolyl)-1(2H)-pyridyl] -4'-fluoro-butyrophenone). As a reaction SMILES: [F:1][C:2]1[CH:7]=[CH:6][C:5]([CH:8]([OH:24])[CH2:9][CH2:10][CH2:11][N:12]2[CH2:17][CH:16]=[C:15]([C:18]3[S:19][CH:20]=[C:21]([CH3:23])[N:22]=3)[CH2:14][CH2:13]2)=[CH:4][CH:3]=1.[Cr](O)(O)(=O)=O.C(=O)([O-])[O-].[Na+].[Na+]>C(O)(=O)C>[CH3:23][C:21]1[N:22]=[C:18]([C:15]2[CH2:16][CH2:17][N:12]([CH2:11][CH2:10][CH2:9][C:8]([C:5]3[CH:4]=[CH:3][C:2]([F:1])=[CH:7][CH:6]=3)=[O:24])[CH2:13][CH:14]=2)[S:19][CH:20]=1 |f:2.3.4|. Reported procedure: A 1.4 g. portion of 3,6-dihydro-α-(p-fluorophenyl)- 4-(4-methyl-2-thiazolyl)-1(2H)-pyridinebutanol, prepared as described in Example 12, in 30 ml. of acetic acid is stirred at room temperature. A 24 ml. portion of chromic acid in acetic acid is added dropwise. The mixture is stirred for 3 hours and then allowed to stand overnight. The mixture is poured onto ice water and neutralized with sodium carbonate. The mixture is extracted 3 times with ether. The extracts are dried over magnesium sulfate,... The reactants are CS(=O)(=O)Cl (methanesulfonyl chloride), ClC=1C=C(C=CC1Cl)C1N(CCO[C@@H]1CCO)C(CC1=CC(=CC=C1)OC(C)C)=O (2-{(2R)-(3,4-dichlorophenyl)-4-[(3-isopropoxyphenyl)acetyl]morpholin-2yl}ethanol), Cl (hydrochloric acid). Reagents/catalysts: CN(C1=CC=NC=C1)C (4-dimethylaminopyridine). Solvent: N1=CC=CC=C1 (pyridine). Run at temperature 0 celsius, time 2 hour. Yields the product CS(=O)(=O)OCC[C@@H]1C(N(CCO1)C(CC1=CC(=CC=C1)OC(C)C)=O)C1=CC(=C(C=C1)Cl)Cl (2-{(2R)-(3,4-Dichlorophenyl)-4-[(3-isopropoxyphenyl)acetyl]morpholin-2-yl}ethanol methanesulfonate). Yield: 94.3%. Reaction SMILES: [Cl:1][C:2]1[CH:3]=[C:4]([CH:9]2[C@@H:14]([CH2:15][CH2:16][OH:17])[O:13][CH2:12][CH2:11][N:10]2[C:18](=[O:30])[CH2:19][C:20]2[CH:25]=[CH:24][CH:23]=[C:22]([O:26][CH:27]([CH3:29])[CH3:28])[CH:21]=2)[CH:5]=[CH:6][C:7]=1[Cl:8].[CH3:31][S:32](Cl)(=[O:34])=[O:33].Cl>N1C=CC=CC=1.CN(C)C1C=CN=CC=1>[CH3:31][S:32]([O:17][CH2:16][CH2:15][C@H:14]1[O:13][CH2:12][CH2:11][N:10]([C:18](=[O:30])[CH2:19][C:20]2[CH:25]=[CH:24][CH:23]=[C:22]([O:26][CH:27]([CH3:28])[CH3:29])[CH:21]=2)[CH:9]1[C:4]1[CH:5]=[CH:6][C:7]([Cl:8])=[C:2]([Cl:1])[CH:3]=1)(=[O:34])=[O:33]. Procedure details: 1.81 g (4.00 mmole) of 2-{(2R)-(3,4-dichlorophenyl)-4-[(3-isopropoxyphenyl)acetyl]morpholin-2yl}ethanol [prepared as described in step (a) above] were dissolved in 5 ml of pyridine, and 45 mg (0.40 mmole) of 4-dimethylaminopyridine and 0.46 ml (6.00 mmole) of methanesulfonyl chloride were added to the resulting solution, whilst ice-cooling. The mixture was then stirred at 0° C. for 2 hours under a nitrogen atmosphere. At the end of this time, the reaction mixture was poured into ice-cooled 10% w... Starting materials: N#CCC(=O)O, COc1ccc2c(c1)C(=O)CCC2, CCCCCCC(=O)O, Cc1ccccc1, NCc1ccccc1. Product: COc1ccc2c(c1)C(CC#N)=CCC2. Reaction SMILES: [C:14](#[N:15])[CH2:16][C:17]([OH:18])=[O:19].[CH3:1][O:2][c:3]1[cH:4][cH:5][c:6]2[c:11]([cH:12]1)[C:10](=[O:13])[CH2:9][CH2:8][CH2:7]2.[CH3:20][CH2:21][CH2:22][CH2:23][CH2:24][CH2:25][C:26](=[O:27])[OH:28].[CH3:37][c:38]1[cH:39][cH:40][cH:41][cH:42][cH:43]1.[NH2:29][CH2:30][c:31]1[cH:32][cH:33][cH:34][cH:35][cH:36]1>>[CH3:1][O:2][c:3]1[cH:4][cH:5][c:6]2[c:11]([cH:12]1)[C:10]([CH2:16][C:14]#[N:15])=[CH:9][CH2:8][CH2:7]2. The reactants are [Cl-].[Na+].O.O (brine water), ClC=1N=C(C(=NC1C(C)(C)O)C(=O)N)NC=1C=NN(C1)CCO (5-chloro-3-{[1-(2-hydroxyethyl)-1H-pyrazol-4-yl]amino}-6-(2-hydroxypropan-2-yl)pyrazine-2-carboxamide), NC=1C=CC(=C(C1)O)F (5-amino-2-fluorophenol), C([O-])([O-])=O.[K+].[K+] (potassium carbonate). The solvent is CN1C(CCC1)=O (N-methylpyrrolidone). Product: NC=1C=CC(=C(OC=2N=C(C(=NC2C(C)(C)O)C(=O)N)NC=2C=NN(C2)CCO)C1)F (5-(5-amino-2-fluorophenoxy)-3-{[1-(2-hydroxyethyl)-1H-pyrazol-4-yl]amino}-6-(2-hydroxypropan-2-yl)pyrazine-2-carboxamide). The yield is 52.3%. As a reaction SMILES: Cl[C:2]1[N:3]=[C:4]([NH:15][C:16]2[CH:17]=[N:18][N:19]([CH2:21][CH2:22][OH:23])[CH:20]=2)[C:5]([C:12]([NH2:14])=[O:13])=[N:6][C:7]=1[C:8]([OH:11])([CH3:10])[CH3:9].[NH2:24][C:25]1[CH:26]=[CH:27][C:28]([F:32])=[C:29]([OH:31])[CH:30]=1.C(=O)([O-])[O-].[K+].[K+].[Cl-].[Na+].O.O>CN1CCCC1=O>[NH2:24][C:25]1[CH:26]=[CH:27][C:28]([F:32])=[C:29]([CH:30]=1)[O:31][C:2]1[N:3]=[C:4]([NH:15][C:16]2[CH:17]=[N:18][N:19]([CH2:21][CH2:22][OH:23])[CH:20]=2)[C:5]([C:12]([NH2:14])=[O:13])=[N:6][C:7]=1[C:8]([OH:11])([CH3:10])[CH3:9] |f:2.3.4,5.6.7.8|. Procedure details: A mixture of 5-chloro-3-{[1-(2-hydroxyethyl)-1H-pyrazol-4-yl]amino}-6-(2-hydroxypropan-2-yl)pyrazine-2-carboxamide (790 mg), 5-amino-2-fluorophenol (442 mg), potassium carbonate (641 mg), and N-methylpyrrolidone (8 mL) was reacted at 100° C. for 2 hours. To the reactant was added a mixed solution of saturated brine:water (1:1), followed by extraction with ethyl acetate. The organic phase was dried over anhydrous sodium sulfate and then the solvent was evaporated under reduced pressure. The obtai... Reactants: C[O-], CC(=O)C1CC1, Cc1ccccc1, COC(=O)c1ccc(C(F)(F)F)cc1SC, [Na+]. The product is CSc1cc(C(F)(F)F)ccc1C(=O)CC(=O)C1CC1. As a reaction SMILES: [CH3:1][O-:2].[CH3:20][C:21](=[O:22])[CH:23]1[CH2:24][CH2:25]1.[CH3:26][c:27]1[cH:28][cH:29][cH:30][cH:31][cH:32]1.[CH3:4][S:5][c:6]1[c:7]([C:8]([O:10][CH3:9])=[O:11])[cH:12][cH:13][c:14]([C:16]([F:17])([F:18])[F:19])[cH:15]1.[Na+:3]>>[CH3:4][S:5][c:6]1[c:7]([C:8](=[O:10])[CH2:20][C:21](=[O:22])[CH:23]2[CH2:24][CH2:25]2)[cH:12][cH:13][c:14]([C:16]([F:17])([F:18])[F:19])[cH:15]1. Reactants: [Al+3], CC(=O)N1C(C)CNCC1C, [H-], [H-], [H-], [H-], [Li+]. Product: CCN1C(C)CNCC1C. As a reaction SMILES: [Al+3:13].[C:1]([CH3:2])(=[O:3])[N:4]1[CH:5]([CH3:11])[CH2:6][NH:7][CH2:8][CH:9]1[CH3:10].[H-:12].[H-:15].[H-:16].[H-:17].[Li+:14]>>[CH2:1]([CH3:2])[N:4]1[CH:5]([CH3:11])[CH2:6][NH:7][CH2:8][CH:9]1[CH3:10].